This data is from the Open Reaction Database (ORD), a public repository of structured organic reaction records. The task is: describe an organic reaction: reactants, conditions, products, and yield Reactants: BrC1=NC(=CC=C1)\C=C\C(CCCCCCCC)O (2-bromo-6-[(1E)-(3RS)-3-hydroxy-1-undecenyl)-pyridine), C(CCC)[Li] (n-butyllithium), COC(=O)C1=CC(=CC(=C1)C(=O)OC)C(=O)OC (1,3,5-benzenetricarboxylic acid trimethylester). Run in O1CCCC1 (tetrahydrofuran), O1CCCC1 (tetrahydrofuran). Yields the product COC(=O)C=1C=C(C(=O)C2=NC(=CC=C2)\C=C\C(CCCCCCCC)O)C=C(C1)C(=O)OC (2-[3,5-bis-(Methoxycarbonyl)-benzoyl]-6-[(1E)-(3RS)-3-hydroxy-1-undecenyl]-pyridine). Yield: 14.2%. Reaction SMILES: Br[C:2]1[CH:7]=[CH:6][CH:5]=[C:4](/[CH:8]=[CH:9]/[CH:10]([OH:19])[CH2:11][CH2:12][CH2:13][CH2:14][CH2:15][CH2:16][CH2:17][CH3:18])[N:3]=1.C([Li])CCC.[CH3:25][O:26][C:27]([C:29]1[CH:34]=[C:33]([C:35](OC)=[O:36])[CH:32]=[C:31]([C:39]([O:41][CH3:42])=[O:40])[CH:30]=1)=[O:28]>O1CCCC1>[CH3:42][O:41][C:39]([C:31]1[CH:32]=[C:33]([CH:34]=[C:29]([C:27]([O:26][CH3:25])=[O:28])[CH:30]=1)[C:35]([C:2]1[CH:7]=[CH:6][CH:5]=[C:4](/[CH:8]=[CH:9]/[CH:10]([OH:19])[CH2:11][CH2:12][CH2:13][CH2:14][CH2:15][CH2:16][CH2:17][CH3:18])[N:3]=1)=[O:36])=[O:40]. Reported procedure: Under the conditions of example 1B, 1 g of 2-bromo-6-[(1E)-(3RS)-3-hydroxy-1-undecenyl)-pyridine in 10 ml of tetrahydrofuran is mixed with 4.26 ml of n-butyllithium (1.6 molar in hexane) and 807 mg of 1,3,5-benzenetricarboxylic acid trimethylester in 6 ml of tetrahydrofuran, worked up and chromatographed on silica gel with hexane/ethyl acetate=95/5 to 75/25. 203 mg of oily crude product is obtained, which is subjected to complete purification of the high-pressure liquid chromatography on silaniz... Reactants: O=C(CCCBr)OCc1ccccc1, O=C([O-])[O-], CN(C)C=O, [K+], [K+], O, CCCCCCCCCOC(=O)c1c[nH]c2ccccc12. Product: CCCCCCCCCOC(=O)c1cn(CCCC(=O)OCc2ccccc2)c2ccccc12. RXN SMILES: [Br:22][CH2:23][CH2:24][CH2:25][C:26](=[O:27])[O:28][CH2:29][c:30]1[cH:31][cH:32][cH:33][cH:34][cH:35]1.[C:36](=[O:37])([O-:38])[O-:39].[CH3:43][N:44]([CH3:45])[CH:46]=[O:47].[K+:40].[K+:41].[OH2:42].[nH:1]1[cH:2][c:3]([C:10](=[O:11])[O:12][CH2:13][CH2:14][CH2:15][CH2:16][CH2:17][CH2:18][CH2:19][CH2:20][CH3:21])[c:4]2[cH:5][cH:6][cH:7][cH:8][c:9]12>>[n:1]1([CH2:23][CH2:24][CH2:25][C:26](=[O:27])[O:28][CH2:29][c:30]2[cH:31][cH:32][cH:33][cH:34][cH:35]2)[cH:2][c:3]([C:10](=[O:11])[O:12][CH2:13][CH2:14][CH2:15][CH2:16][CH2:17][CH2:18][CH2:19][CH2:20][CH3:21])[c:4]2[cH:5][cH:6][cH:7][cH:8][c:9]12. The reactants are COC(=O)c1cc(Oc2ccc([N+](=O)[O-])cc2)ccc1OC, CO, [K+], [OH-], O. Yields the product COc1ccc(Oc2ccc([N+](=O)[O-])cc2)cc1C(=O)O. Reaction SMILES: [CH3:1][O:2][C:3](=[O:4])[c:5]1[cH:6][c:7]([O:8][c:9]2[cH:10][cH:11][c:12]([N+:15](=[O:16])[O-:17])[cH:13][cH:14]2)[cH:18][cH:19][c:20]1[O:21][CH3:22].[CH3:26][OH:27].[K+:24].[OH-:23].[OH2:25]>>[O:2]=[C:3]([OH:4])[c:5]1[cH:6][c:7]([O:8][c:9]2[cH:10][cH:11][c:12]([N+:15](=[O:16])[O-:17])[cH:13][cH:14]2)[cH:18][cH:19][c:20]1[O:21][CH3:22]. Reactants: C(=O)([O-])[O-].[Na+].[Na+] (Na2CO3), N#N (N2), IC1=NNC2=CC=C(C=C12)C=O (3-iodo-1H-indazole-5-carboxaldehyde), N1=CC=C(C=C1)B(O)O (4-pyridineboronic acid). The reagents and catalysts are C=1C=CC(=CC1)[P](C=2C=CC=CC2)(C=3C=CC=CC3)[Pd]([P](C=4C=CC=CC4)(C=5C=CC=CC5)C=6C=CC=CC6)([P](C=7C=CC=CC7)(C=8C=CC=CC8)C=9C=CC=CC9)[P](C=1C=CC=CC1)(C=1C=CC=CC1)C=1C=CC=CC1 (Pd(PPh3)4). Run in C1(=CC=CC=C1)C.CCO (toluene EtOH), O (water). Conditions: time 4.5 hour. The product is N1=CC=C(C=C1)C1=NNC2=CC=C(C=C12)C=O (3-(4-pyridinyl)-1H-indazole-5-carboxaldehyde). Isolated yield 64.2%. RXN SMILES: I[C:2]1[C:10]2[C:5](=[CH:6][CH:7]=[C:8]([CH:11]=[O:12])[CH:9]=2)[NH:4][N:3]=1.[N:13]1[CH:18]=[CH:17][C:16](B(O)O)=[CH:15][CH:14]=1.C([O-])([O-])=O.[Na+].[Na+].N#N>C1(C)C=CC=CC=1.CCO.O.C1C=CC([P]([Pd]([P](C2C=CC=CC=2)(C2C=CC=CC=2)C2C=CC=CC=2)([P](C2C=CC=CC=2)(C2C=CC=CC=2)C2C=CC=CC=2)[P](C2C=CC=CC=2)(C2C=CC=CC=2)C2C=CC=CC=2)(C2C=CC=CC=2)C2C=CC=CC=2)=CC=1>[N:13]1[CH:18]=[CH:17][C:16]([C:2]2[C:10]3[C:5](=[CH:6][CH:7]=[C:8]([CH:11]=[O:12])[CH:9]=3)[NH:4][N:3]=2)=[CH:15][CH:14]=1 |f:2.3.4,6.7,^1:44,46,65,84|. Procedure: To a suspension of 3-iodo-1H-indazole-5-carboxaldehyde (200 mg, 0.74 mmol) and 4-pyridineboronic acid (110 mg, 0.89 mmol) in toluene/EtOH (1:1, 8 mL) in a sealed tube was added Na2CO3 (2 N, 1 mL) followed by Pd(PPh3)4 (85 mg, 0.074 mmol). The reaction mixture was put under vacuum, and re-charged with N2 three times, then kept at ca. 100-110° C. for ca. 4-5 hr. The reaction mixture was cooled to rt, diluted with water, and extracted with EtOAc. The organic phase was washed with brine, and dried. ... Starting materials: compound ( III ), ClC1=C(C=C(C=C1)[N+](=O)[O-])S(=O)(=O)Cl (2-chloro-5-nitrobenzenesulfonyl chloride), compound ( V ), stannous chloride, Cl (hydrochloric acid), Cl (hydrochloric acid), S(O)(O)(=O)=O (sulfuric acid). The reagents and catalysts are [Zn] (zinc). The product is ClC1=C(C=C(C=C1)N)S (2-chloro-5-aminothiophenol), compound ( IV ). Reaction SMILES: [Cl:1][C:2]1[CH:7]=[CH:6][C:5]([N+:8]([O-])=O)=[CH:4][C:3]=1[S:11](Cl)(=O)=O.Cl.S(=O)(=O)(O)O>[Zn]>[Cl:1][C:2]1[CH:7]=[CH:6][C:5]([NH2:8])=[CH:4][C:3]=1[SH:11]. Procedure details: For production of the compound (III), 2-chloro-5-nitrobenzenesulfonyl chloride, i.e. the compound (V), is first reacted with stannous chloride and hydrochloric acid or with zinc and hydrochloric acid or sulfuric acid at a temperature of 40° to 100° C. to give 2-chloro-5-aminothiophenol, i.e. the compound (IV). The amount of the stannous chloride or zinc is usually from 6 to 10 equivalents to the compound (V).